From a dataset of the Open Reaction Database (ORD), a public repository of structured organic reaction records. describe an organic reaction: reactants, conditions, products, and yield Starting materials: C(C1=CC=CC=C1)(=O)C#N (benzoyl cyanide), N(=[N+]=[N-])CC(=O)OCC (ethyl azidoacetate). Conditions: temperature 105 celsius. Product: C(C1=CC=CC=C1)(=O)C1=NN=NN1CC(=O)OCC (Ethyl 5-Benzoyl-1H-tetrazole-1-acetate). As a reaction SMILES: [C:1]([C:9]#[N:10])(=[O:8])[C:2]1[CH:7]=[CH:6][CH:5]=[CH:4][CH:3]=1.[N:11]([CH2:14][C:15]([O:17][CH2:18][CH3:19])=[O:16])=[N+:12]=[N-:13]>>[C:1]([C:9]1[N:11]([CH2:14][C:15]([O:17][CH2:18][CH3:19])=[O:16])[N:12]=[N:13][N:10]=1)(=[O:8])[C:2]1[CH:7]=[CH:6][CH:5]=[CH:4][CH:3]=1. Reported procedure: A mixture of benzoyl cyanide (5.1 grams, 39 mmol.) and ethyl azidoacetate (5.0 grams, 39 mmol.) was heated at 105°C. for 20 hours. The solution was cooled. The crystalline product [6.5 g. (64 percent), m.p. 63°-67°C.] was separated and washed with a mixture of ethyl ether and hexane. The yield of the title product was 6.5 grams (64 percent of theoretical). The melting point was 63°-67°C. The analysis was as follows: Reactants: BrC1=C(C=C(C(=O)OC)C=C1)COC (methyl 4-bromo-3-(methoxymethyl)benzoate), CN(C1=CC=C(C=N1)C(N)=NO)C (6-(dimethylamino)-N′-hydroxypyridine-3-carboximidamide). The product is COCC1=C(C=CC(=C1)C1=NC(=NO1)C=1C=CC(=NC1)N(C)C)C1=C(C=CC=C1)C (5-{5-[2-(methoxymethyl)-2′-methylbiphenyl-4-yl]-1,2,4-oxadiazol-3-yl}-N,N-dimethylpyridin-2-amine). As a reaction SMILES: Br[C:2]1[CH:11]=[CH:10][C:5]([C:6]([O:8][CH3:9])=O)=[CH:4][C:3]=1[CH2:12][O:13]C.[CH3:15][N:16]([CH3:27])[C:17]1[N:22]=[CH:21][C:20]([C:23](=[N:25]O)[NH2:24])=[CH:19][CH:18]=1>>[CH3:9][O:8][CH2:6][C:5]1[CH:4]=[C:3]([C:12]2[O:13][N:25]=[C:23]([C:20]3[CH:19]=[CH:18][C:17]([N:16]([CH3:27])[CH3:15])=[N:22][CH:21]=3)[N:24]=2)[CH:2]=[CH:11][C:10]=1[C:2]1[CH:11]=[CH:10][CH:5]=[CH:4][C:3]=1[CH3:12]. Procedure details: The title compound was prepared following procedure described in Method B starting from Intermediate A1 and 6-(dimethylamino)-N′-hydroxypyridine-3-carboximidamide (UkrOrgSynthesis, BBV-073023). After purification by flash chromatography (silica, EtOAc/cHex) followed by a crystallization from a hot mixture of MTBE and heptane, the title compound was obtained as a white powder. HPLC (Method A), Rt: 4.0 min (purity: 100%). UPLC/MS, M+(ESI): 401.1. Elemental analysis: [C24H24N4O2-0.1H20] calculated:... Starting materials: C(=O)OCC1=CC=CC=C1 (Benzyl formate), C(C1=CC=CC=C1)OC(=O)C1=CC=2CC3=CC(=CC=C3C2C=C1)C(=O)OCC1=CC=CC=C1 (2,7-fluorenedicarboxylic acid dibenzyl ester), CC(C)([O-])C.[K+] (potassium tert-butoxide). Run in C1CCOC1 (THF). Conditions: time 3 hour. The product is C(C1=CC=CC=C1)OC(=O)C1=CC=2C(C3=CC(=CC=C3C2C=C1)C(=O)OCC1=CC=CC=C1)C=O (9-formyl-2,7-fluorenedicarboxylic acid dibenzyl ester). Reaction SMILES: [CH2:1]([O:8][C:9]([C:11]1[CH:23]=[CH:22][C:21]2[C:20]3[C:15](=[CH:16][C:17]([C:24]([O:26][CH2:27][C:28]4[CH:33]=[CH:32][CH:31]=[CH:30][CH:29]=4)=[O:25])=[CH:18][CH:19]=3)[CH2:14][C:13]=2[CH:12]=1)=[O:10])[C:2]1[CH:7]=[CH:6][CH:5]=[CH:4][CH:3]=1.[CH:34](OCC1C=CC=CC=1)=[O:35].CC(C)([O-])C.[K+]>C1COCC1>[CH2:27]([O:26][C:24]([C:17]1[CH:18]=[CH:19][C:20]2[C:21]3[C:13](=[CH:12][C:11]([C:9]([O:8][CH2:1][C:2]4[CH:7]=[CH:6][CH:5]=[CH:4][CH:3]=4)=[O:10])=[CH:23][CH:22]=3)[CH:14]([CH:34]=[O:35])[C:15]=2[CH:16]=1)=[O:25])[C:28]1[CH:29]=[CH:30][CH:31]=[CH:32][CH:33]=1 |f:2.3|. Procedure: In a dry argon-purged flask, 2,7-fluorenedicarboxylic acid dibenzyl ester (3.0 g, 0.0065 mol) was dissolved in anh. THF (60 mL) at room temperature. Benzyl formate (4.2 mL, 0.035 mol, stored over anhydrous K2CO3) was added followed by addition of potassium tert-butoxide 95% (2.7 g, 0.023 mol). The reaction was stirred for three hours then the reaction was quenched with the addition of water and acidified with HCl to pH 2. The organic solvent was partially evaporated at reduced pressure. The prod...